From a dataset of the Open Reaction Database (ORD), a public repository of structured organic reaction records. describe an organic reaction: reactants, conditions, products, and yield The reactants are C(C1=CC=CC=C1)(=O)CC(C)=O (benzoylacetone), N1CCCC1 (pyrrolidine). Isolated yield 91.2%. The product is N1(CCCC1)\C(=C/C(=O)C1=CC=CC=C1)\C (3-(1-pyrrolidinyl)crotonophenone). Conditions: time 16 hour. Procedure details: To a solution of 17.4 g of benzoylacetone in 100 ml of ethyl acetate is added a solution of 7.35 g of pyrrolidine in 50 ml of ethyl acetate. The reaction mixture is stirred at room temperature for 16 hours. The precipitated compound is collected by filtration to give 20.30 g of 3-(1-pyrrolidinyl)crotonophenone. Run in C(C)(=O)OCC (ethyl acetate), C(C)(=O)OCC (ethyl acetate). As a reaction SMILES: [C:1]([CH2:9][C:10](=O)[CH3:11])(=[O:8])[C:2]1[CH:7]=[CH:6][CH:5]=[CH:4][CH:3]=1.[NH:13]1[CH2:17][CH2:16][CH2:15][CH2:14]1>C(OCC)(=O)C>[N:13]1(/[C:10](/[CH3:11])=[CH:9]\[C:1]([C:2]2[CH:7]=[CH:6][CH:5]=[CH:4][CH:3]=2)=[O:8])[CH2:17][CH2:16][CH2:15][CH2:14]1.